Dataset: the Open Reaction Database (ORD), a public repository of structured organic reaction records. Task: describe an organic reaction: reactants, conditions, products, and yield Starting materials: C1CCOC1, Cc1cc(-c2ccc(CC(=O)Nc3ccc(N4CCNCC4)cn3)cc2)ccn1, CCN(C(C)C)C(C)C, COC(=O)Cl. The product is COC(=O)N1CCN(c2ccc(NC(=O)Cc3ccc(-c4ccnc(C)c4)cc3)nc2)CC1. As a reaction SMILES: [CH2:44]1[O:45][CH2:46][CH2:47][CH2:48]1.[CH3:1][c:2]1[n:3][cH:4][cH:5][c:6](-[c:8]2[cH:9][cH:10][c:11]([CH2:14][C:15](=[O:16])[NH:17][c:18]3[n:19][cH:20][c:21]([N:24]4[CH2:25][CH2:26][NH:27][CH2:28][CH2:29]4)[cH:22][cH:23]3)[cH:12][cH:13]2)[cH:7]1.[CH:30]([N:31]([CH2:32][CH3:33])[CH:34]([CH3:35])[CH3:36])([CH3:37])[CH3:38].[Cl:39][C:40](=[O:41])[O:42][CH3:43]>>[CH3:1][c:2]1[n:3][cH:4][cH:5][c:6](-[c:8]2[cH:9][cH:10][c:11]([CH2:14][C:15](=[O:16])[NH:17][c:18]3[n:19][cH:20][c:21]([N:24]4[CH2:25][CH2:26][N:27]([C:40](=[O:41])[O:42][CH3:43])[CH2:28][CH2:29]4)[cH:22][cH:23]3)[cH:12][cH:13]2)[cH:7]1. The reactants are CC=1NC=CN1 (2-methylimidazole), ClC=1N=C(C2=C(N1)SC(=C2)C)NCC2=CC(=C(C=C2)Cl)Cl (2-chloro-6-methyl-4-(3,4-dichlorobenzylamino)-thieno-[2,3-d]-pyrimidine). Yields the product CC=1N(C=CN1)C=1N=C(C2=C(N1)SC(=C2)C)NCC2=CC(=C(C=C2)Cl)Cl (2-(2-methylimidazol-1-yl)-6-methyl-4-(3,4-dichlorobenzylamino)-thieno-[2,3-d]-pyrimidine). RXN SMILES: [CH3:1][C:2]1[NH:3][CH:4]=[CH:5][N:6]=1.Cl[C:8]1[N:9]=[C:10]([NH:18][CH2:19][C:20]2[CH:25]=[CH:24][C:23]([Cl:26])=[C:22]([Cl:27])[CH:21]=2)[C:11]2[CH:16]=[C:15]([CH3:17])[S:14][C:12]=2[N:13]=1>>[CH3:1][C:2]1[N:3]([C:8]2[N:9]=[C:10]([NH:18][CH2:19][C:20]3[CH:25]=[CH:24][C:23]([Cl:26])=[C:22]([Cl:27])[CH:21]=3)[C:11]3[CH:16]=[C:15]([CH3:17])[S:14][C:12]=3[N:13]=2)[CH:4]=[CH:5][N:6]=1. Reported procedure: Following the procedure of Example 97, the reaction of 2-methylimidazole with 2-chloro-6-methyl-4-(3,4-dichlorobenzylamino)-thieno-[2,3-d]-pyrimidine gives 2-(2-methylimidazol-1-yl)-6-methyl-4-(3,4-dichlorobenzylamino)-thieno-[2,3-d]-pyrimidine. Starting materials: [Li]CCCC (n-BuLi), [Cl-].COC[PH3+] (methoxymethylphosphonium chloride), CO[C@@H]1C([C@@H](OC[C@@H]1C)CCCCCCCCC)=O ((2S,4S,5S)-4-methoxy-5-methyl-2-nonyltetrahydro-2H-pyran-3-one). Run in C(C)(=O)OCC (ethyl acetate), O1CCCC1 (tetrahydrofuran), O1CCCC1 (tetrahydrofuran). Run at temperature 0 celsius, time 30 minute. The product is CO[C@@H]1C([C@@H](OC[C@@H]1C)CCCCCCCCC)=COC ((2S,4S,5S)-4-methoxy-5-methyl-3-methoxymethylene-2-nonyltetrahydro-2H-pyran). Yield: 82.6%. Reaction SMILES: [Cl-].[CH3:2][O:3][CH2:4][PH3+].[Li]CCCC.[CH3:11][O:12][C@H:13]1[C@@H:18]([CH3:19])[CH2:17][O:16][C@@H:15]([CH2:20][CH2:21][CH2:22][CH2:23][CH2:24][CH2:25][CH2:26][CH2:27][CH3:28])[C:14]1=O>O1CCCC1.C(OCC)(=O)C>[CH3:2][O:3][C@H:4]1[C@@H:18]([CH3:19])[CH2:17][O:16][C@@H:15]([CH2:20][CH2:21][CH2:22][CH2:23][CH2:24][CH2:25][CH2:26][CH2:27][CH3:28])[C:14]1=[CH:13][O:12][CH3:11] |f:0.1|. Reported procedure: To a stirred suspension of methoxymethylphosphonium chloride (1,130 mg) in dry tetrahydrofuran (3 ml) there was added n-BuLi (1.9 ml, 1.6M in n-hexane) at 0° C. After the mixture was stirred at 0° C. for 30 min, a solution of (2S,4S,5S)-4-methoxy-5-methyl-2-nonyltetrahydro-2H-pyran-3-one (273 mg) in dry tetrahydrofuran (3 ml) was added to the resulting deep orange solution. After 30 min, the mixture was allowed to warm to room temperature, and stirred for an additional 2 hrs. The reaction was qu... The reactants are O (water), FC(C=1C=C(CN(CC2=C(C=CC(=C2)C(F)(F)F)C2=C(C=CC(=C2)C(C)C)OC)C2=NC=C(C=C2)Br)C=C(C1)C(F)(F)F)(F)F ((3,5-Bis-trifluoromethyl-benzyl)-(5-bromo-pyridin-2-yl)-(5′-isopropyl-2′-methoxy-4-trifluoromethyl-biphenyl-2-ylmethyl)-amine), C(C)(=O)[O-].[K+] (potassium acetate), B1(OC(C(O1)(C)C)(C)C)B2OC(C(O2)(C)C)(C)C (bis(pinacolato)diboron). Run in C(C)(=O)OCC (ethyl acetate), CS(=O)C (dimethylsulfoxide). Run at temperature 80 celsius, time 1 hour. Product: FC(C=1C=C(CN(C2=CC=C(C=N2)O)CC2=C(C=CC(=C2)C(F)(F)F)C2=C(C=CC(=C2)C(C)C)OC)C=C(C1)C(F)(F)F)(F)F (6-[(3,5-bis-trifluoromethyl-benzyl)-(5′-isopropyl-2′-methoxy-4-trifluoromethyl-biphenyl-2-ylmethyl)-amino]-pyridin-3-ol). As a reaction SMILES: [F:1][C:2]([F:45])([F:44])[C:3]1[CH:4]=[C:5]([CH:37]=[C:38]([C:40]([F:43])([F:42])[F:41])[CH:39]=1)[CH2:6][N:7]([C:30]1[CH:35]=[CH:34][C:33](Br)=[CH:32][N:31]=1)[CH2:8][C:9]1[CH:14]=[C:13]([C:15]([F:18])([F:17])[F:16])[CH:12]=[CH:11][C:10]=1[C:19]1[CH:24]=[C:23]([CH:25]([CH3:27])[CH3:26])[CH:22]=[CH:21][C:20]=1[O:28][CH3:29].C([O-])(=O)C.[K+].B1(B2OC(C)(C)C(C)(C)O2)OC(C)(C)C(C)(C)O1.[OH2:69]>CS(C)=O.C(OCC)(=O)C>[F:45][C:2]([F:1])([F:44])[C:3]1[CH:4]=[C:5]([CH:37]=[C:38]([C:40]([F:43])([F:41])[F:42])[CH:39]=1)[CH2:6][N:7]([CH2:8][C:9]1[CH:14]=[C:13]([C:15]([F:18])([F:17])[F:16])[CH:12]=[CH:11][C:10]=1[C:19]1[CH:24]=[C:23]([CH:25]([CH3:26])[CH3:27])[CH:22]=[CH:21][C:20]=1[O:28][CH3:29])[C:30]1[N:31]=[CH:32][C:33]([OH:69])=[CH:34][CH:35]=1 |f:1.2|. Procedure details: (3,5-Bis-trifluoromethyl-benzyl)-(5-bromo-pyridin-2-yl)-(5′-isopropyl-2′-methoxy-4-trifluoromethyl-biphenyl-2-ylmethyl)-amine (475 mg), [1,1′-bis(diphenylphosphino)ferrocene]dichloropalladium methylene chloride complex (55 mg), potassium acetate (198 mg) and bis(pinacolato)diboron (256 mg) are dissolved in dimethylsulfoxide (2 ml), and the mixture is heated to 80° C. under nitrogen atmosphere and stirred for 1 hour. The reaction solution is cooled to room temperature and thereto are added water ... Reactants: NC=1C=CC=C2C(CN(CC12)C)C1=CC=CC=C1 (8-amino-4-phenyl-2-methyl-1,2,3,4-tetrahydro-isoquinoline), ClC(=O)OCC (ethyl chloroformate). Solvent: C1=CC=CC=C1 (benzene), C1=CC=CC=C1 (benzene). Conditions: time 3 hour. The product is C(C)OC(=O)NC=1C=CC=C2C(CN(CC12)C)C1=CC=CC=C1 (8-ethoxycarbonylamino-4-phenyl-2-methyl-1,2,3,4-tetrahydro-isoquinoline). Isolated yield 42.0%. RXN SMILES: [NH2:1][C:2]1[CH:3]=[CH:4][CH:5]=[C:6]2[C:11]=1[CH2:10][N:9]([CH3:12])[CH2:8][CH:7]2[C:13]1[CH:18]=[CH:17][CH:16]=[CH:15][CH:14]=1.Cl[C:20]([O:22][CH2:23][CH3:24])=[O:21]>C1C=CC=CC=1>[CH2:23]([O:22][C:20]([NH:1][C:2]1[CH:3]=[CH:4][CH:5]=[C:6]2[C:11]=1[CH2:10][N:9]([CH3:12])[CH2:8][CH:7]2[C:13]1[CH:14]=[CH:15][CH:16]=[CH:17][CH:18]=1)=[O:21])[CH3:24]. Procedure details: To a solution of 5.5 g 0.023 mole of 8-amino-4-phenyl-2-methyl-1,2,3,4-tetrahydro-isoquinoline and 50 ml of anhydrous benzene a solution of 3.4 g (0.031 mole) of ethyl chloroformate and 30 ml of anhydrous benzene is added. The reaction mixture is heated to boiling for 3 hours, the benzene is distilled off in vacuo. The residue is dissolved in 5 ml of water, made alkaline with a 30% aqueous sodium hydroxide solution and extracted three times with 50 ml of chloroform each. The chloroform extracts ...